From a dataset of the Open Reaction Database (ORD), a public repository of structured organic reaction records. describe an organic reaction: reactants, conditions, products, and yield The reactants are B, CCOCC, O=C(O)c1c(F)c(F)c(F)c(-c2ccccc2)c1F, C1CCOC1, C1CCOC1, O. Yields the product OCc1c(F)c(F)c(F)c(-c2ccccc2)c1F. As a reaction SMILES: [BH3:25].[CH3:31][CH2:32][O:33][CH2:34][CH3:35].[F:1][c:2]1[c:3](-[c:14]2[cH:15][cH:16][cH:17][cH:18][cH:19]2)[c:4]([F:13])[c:5]([F:12])[c:6]([F:11])[c:7]1[C:8](=[O:9])[OH:10].[O:20]1[CH2:21][CH2:22][CH2:23][CH2:24]1.[O:26]1[CH2:27][CH2:28][CH2:29][CH2:30]1.[OH2:36]>>[F:1][c:2]1[c:3](-[c:14]2[cH:15][cH:16][cH:17][cH:18][cH:19]2)[c:4]([F:13])[c:5]([F:12])[c:6]([F:11])[c:7]1[CH2:8][OH:9]. Reactants: [Br-], CC1(C)CCC(=O)c2ccc(Br)cc21, CCOCC, ClCCl, O, Cc1ccc(S(=O)(=O)O)cc1, Cc1ccc([Mg+])cc1. Yields the product Cc1ccc(C2=CCC(C)(C)c3cc(Br)ccc32)cc1. RXN SMILES: [Br-:1].[Br:10][c:11]1[cH:12][c:13]2[c:18]([cH:19][cH:20]1)[C:17](=[O:21])[CH2:16][CH2:15][C:14]2([CH3:22])[CH3:23].[CH3:36][CH2:37][O:38][CH2:39][CH3:40].[Cl:41][CH2:42][Cl:43].[OH2:35].[c:24]1([CH3:25])[cH:26][cH:27][c:28]([S:29]([OH:30])(=[O:31])=[O:32])[cH:33][cH:34]1.[c:2]1([CH3:9])[cH:3][cH:4][c:5]([Mg+:8])[cH:6][cH:7]1>>[c:2]1([CH3:9])[cH:3][cH:4][c:5]([C:17]2=[CH:16][CH2:15][C:14]([CH3:22])([CH3:23])[c:13]3[cH:12][c:11]([Br:10])[cH:20][cH:19][c:18]32)[cH:6][cH:7]1. The reactants are CCO, Cl, N#Cc1ccc(F)cc1N1CCCCS1(=O)=O. The product is Cl, NCc1ccc(F)cc1N1CCCCS1(=O)=O. As a reaction SMILES: [CH3:19][CH2:20][OH:21].[ClH:18].[F:1][c:2]1[cH:3][c:4]([N:10]2[S:11](=[O:16])(=[O:17])[CH2:12][CH2:13][CH2:14][CH2:15]2)[c:5]([C:6]#[N:7])[cH:8][cH:9]1>>[ClH:18].[F:1][c:2]1[cH:3][c:4]([N:10]2[S:11](=[O:16])(=[O:17])[CH2:12][CH2:13][CH2:14][CH2:15]2)[c:5]([CH2:6][NH2:7])[cH:8][cH:9]1. Reactants: CNC(NN)=S (4-methyl-3-thiosemicarbazide), CC(=O)C (acetone), ClCC(C)=O (chloroacetone). Product: CC(C)=NN=C1SC=C(N1C)C (3.4-Dimethyl-2(3H)thiazolone-(1-methylethylidene) hydrazone). As a reaction SMILES: [CH3:1][NH:2][C:3](=[S:6])[NH:4][NH2:5].Cl[CH2:8][C:9](=O)[CH3:10].[CH3:12][C:13]([CH3:15])=O>>[CH3:8][C:9](=[N:5][N:4]=[C:3]1[N:2]([CH3:1])[C:13]([CH3:15])=[CH:12][S:6]1)[CH3:10]. Procedure: 21 g (200 mmol) of 4-methyl-3-thiosemicarbazide in 1000 mL of acetone was heated at reflux for 2 hours. To this solution was then added dropwise 20.4 g (220 mmol) of chloroacetone. The reaction mixture was allowed to reflux for 7 hours and was then concentrated. The resulting crude product was recrystallized from acetone. This gave 23 g of an orange-colored powder (63% of the theoretical).